This data is from the Open Reaction Database (ORD), a public repository of structured organic reaction records. The task is: describe an organic reaction: reactants, conditions, products, and yield The reactants are Cl, O=N[O-], COc1cc(OC)c2c(N)nc(-c3cc(C)c(OCCO)c(C)c3)cc2n1, [Na+], O. Product: COc1cc(OC)c2c(=O)[nH]c(-c3cc(C)c(OCCO)c(C)c3)cc2n1. RXN SMILES: [ClH:33].[N:28](=[O:29])[O-:30].[NH2:1][c:2]1[c:3]2[c:4]([O:26][CH3:27])[cH:5][c:6]([O:24][CH3:25])[n:7][c:8]2[cH:9][c:10](-[c:12]2[cH:13][c:14]([CH3:23])[c:15]([O:16][CH2:17][CH2:18][OH:19])[c:20]([CH3:22])[cH:21]2)[n:11]1.[Na+:31].[OH2:32]>>[c:2]1(=[O:29])[c:3]2[c:4]([O:26][CH3:27])[cH:5][c:6]([O:24][CH3:25])[n:7][c:8]2[cH:9][c:10](-[c:12]2[cH:13][c:14]([CH3:23])[c:15]([O:16][CH2:17][CH2:18][OH:19])[c:20]([CH3:22])[cH:21]2)[nH:11]1.